From a dataset of the Open Reaction Database (ORD), a public repository of structured organic reaction records. describe an organic reaction: reactants, conditions, products, and yield Reactants: O1CCCC1 (tetrahydrofuran), CS(=O)(=O)NC1=CC2=C(OCCNCCO2)C=C1 (9-[(methylsulfonyl)amino]-3,4,5,6-tetrahydro-2H-1,7,4-benzodioxazonine), CS(=O)(=O)NC1=CC=C(C(=O)Cl)C=C1 (4-[(methylsulfonyl)amino]benzoyl chloride). Solvent: N1=CC=CC=C1 (pyridine). The product is CS(=O)(=O)NC1=CC2=C(OCCN(CCO2)C(C2=CC=C(C=C2)NS(=O)(=O)C)=O)C=C1 (9-[(Methylsulfonyl)amino]-4-[4-[(methylsulfonyl)amino]benzoyl]-3,4,5,6-tetrahydro-2H-1,7,4-benzodioxazonine). RXN SMILES: O1CCCC1.[CH3:6][S:7]([NH:10][C:11]1[CH:23]=[CH:22][C:14]2[O:15][CH2:16][CH2:17][NH:18][CH2:19][CH2:20][O:21][C:13]=2[CH:12]=1)(=[O:9])=[O:8].[CH3:24][S:25]([NH:28][C:29]1[CH:37]=[CH:36][C:32]([C:33](Cl)=[O:34])=[CH:31][CH:30]=1)(=[O:27])=[O:26]>N1C=CC=CC=1>[CH3:6][S:7]([NH:10][C:11]1[CH:23]=[CH:22][C:14]2[O:15][CH2:16][CH2:17][N:18]([C:33](=[O:34])[C:32]3[CH:36]=[CH:37][C:29]([NH:28][S:25]([CH3:24])(=[O:27])=[O:26])=[CH:30][CH:31]=3)[CH2:19][CH2:20][O:21][C:13]=2[CH:12]=1)(=[O:8])=[O:9]. Procedure details: To tetrahydrofuran add 9-[(methylsulfonyl)amino]-3,4,5,6-tetrahydro-2H-1,7,4-benzodioxazonine, pyridine, and 4-[(methylsulfonyl)amino]benzoyl chloride. Monitor the progress of the reaction by thin-layer chromatography. Upon completion, remove the solvent in vacuo. Partition the residue between aqueous NaHCO3 and EtOAc. Separate the layers and wash the organic layer with 1M aqueous HCl. Separate and dry (Na2SO4) the organic layer. Remove the solvent in vacuo to obtain the title compound.